From a dataset of the Open Reaction Database (ORD), a public repository of structured organic reaction records. describe an organic reaction: reactants, conditions, products, and yield Starting materials: BrBr (bromine), N(=O)[O-].[Na+] (NaNO2), COC(=O)C=1N=C(C(=NC1N)N1CC(N(CC1)C1=NC(=NC(=C1)C1=CC=C(C=C1)F)N1[C@@H](COCC1)C)C)Cl (6′-amino-3′-chloro-4-[6-(4-fluoro-phenyl)-2-(3-(R)-methyl-morpholin-4-yl)-pyrimidin-4-yl]-3-methyl-3,4,5,6-tetrahydro-2H-[1,2′]bipyrazinyl-5′-carboxylic acid methyl ester). The solvent is C(C)(=O)O (acetic acid), O (water), Br (HBr), C(C)(=O)O (acetic acid). Conditions: temperature 5 celsius. Yields the product COC(=O)C=1N=C(C(=NC1Br)N1CC(N(CC1)C1=NC(=NC(=C1)C1=CC=C(C=C1)F)N1[C@@H](COCC1)C)C)Cl (6′-Bromo-3′-chloro-4-[6-(4-fluoro-phenyl)-2-(3-(R)-methyl-morpholin-4-yl)-pyrimidin-4-yl]-3-methyl-3,4,5,6-tetrahydro-2H-[1,2′]bipyrazinyl-5′-carboxylic acid methyl ester). RXN SMILES: [CH3:1][O:2][C:3]([C:5]1[N:6]=[C:7]([Cl:39])[C:8]([N:12]2[CH2:17][CH2:16][N:15]([C:18]3[CH:23]=[C:22]([C:24]4[CH:29]=[CH:28][C:27]([F:30])=[CH:26][CH:25]=4)[N:21]=[C:20]([N:31]4[CH2:36][CH2:35][O:34][CH2:33][C@H:32]4[CH3:37])[N:19]=3)[CH:14]([CH3:38])[CH2:13]2)=[N:9][C:10]=1N)=[O:4].[Br:40]Br.N([O-])=O.[Na+]>Br.C(O)(=O)C.O>[CH3:1][O:2][C:3]([C:5]1[N:6]=[C:7]([Cl:39])[C:8]([N:12]2[CH2:17][CH2:16][N:15]([C:18]3[CH:23]=[C:22]([C:24]4[CH:29]=[CH:28][C:27]([F:30])=[CH:26][CH:25]=4)[N:21]=[C:20]([N:31]4[CH2:36][CH2:35][O:34][CH2:33][C@H:32]4[CH3:37])[N:19]=3)[CH:14]([CH3:38])[CH2:13]2)=[N:9][C:10]=1[Br:40])=[O:4] |f:2.3|. Procedure: To a cooled (5° C.) and well stirred mixture of 6′-amino-3′-chloro-4-[6-(4-fluoro-phenyl)-2-(3-(R)-methyl-morpholin-4-yl)-pyrimidin-4-yl]-3-methyl-3,4,5,6-tetrahydro-2H-[1,2′]bipyrazinyl-5′-carboxylic acid methyl ester (10 g) in 48% HBr (75 mL) and glacial acetic acid (120 mL), add a solution (16 mL) of bromine in acetic acid (6:1) over a period of 45 min. To this mixture add a solution of NaNO2 (8.3 g) in water (18 mL) while maintaining the temperature below 8° C. After the addition is complete... Product: N1=CC=CC2=CC=CC(=C12)OC(C(=O)O)C (2-(quinolin-8-yloxy)propanoic acid). Solvent: CCO (EtOH), O (H2O). Procedure details: To a solution of ethyl 2-(quinolin-8-yloxy)propanoate (100 mg, 0.4 mmol) in EtOH (1 ml) was added a solution of NaOH (24 mg, 0.6 mmol) in H2O (0.5 ml) at 27° C. The mixture was stirred for 30 min at 27° C. The mixture was then concentrated and the residue treated with water (5 mL) and extracted with ethyl acetate (2×5 mL). The water layer was then treated with 2N HCl until pH 3 before being extracted with ethyl acetate (2×5 ml). The organic layer was washed with brine (30 mL), dried over Na2SO4 ... Conditions: temperature 27 celsius, time 30 minute. RXN SMILES: [N:1]1[C:10]2[C:5](=[CH:6][CH:7]=[CH:8][C:9]=2[O:11][CH:12]([CH3:18])[C:13]([O:15]CC)=[O:14])[CH:4]=[CH:3][CH:2]=1.[OH-].[Na+]>CCO.O>[N:1]1[C:10]2[C:5](=[CH:6][CH:7]=[CH:8][C:9]=2[O:11][CH:12]([CH3:18])[C:13]([OH:15])=[O:14])[CH:4]=[CH:3][CH:2]=1 |f:1.2|. The reactants are N1=CC=CC2=CC=CC(=C12)OC(C(=O)OCC)C (ethyl 2-(quinolin-8-yloxy)propanoate), [OH-].[Na+] (NaOH). Yield: 80.6%. Reactants: CC=1OC(=CC1C=O)C1=CC=CC=C1 (2-methyl-5-phenyl-3-furaldehyde), CC(C(=O)NC1=CC(=CC=C1)C1CCNCC1)C (2-methyl-N-[3-(4-piperidinyl)phenyl]propanamide). Product: CC(C(=O)NC1=CC(=CC=C1)C1CCN(CC1)CC1=C(OC(=C1)C1=CC=CC=C1)C)C (2-METHYL-N-(3-{1-[(2-METHYL-5-PHENYL-3-FURYL)METHYL]-4-PIPERIDINYL}PHENYL)PROPANAMIDE). RXN SMILES: [CH3:1][C:2]1[O:3][C:4]([C:9]2[CH:14]=[CH:13][CH:12]=[CH:11][CH:10]=2)=[CH:5][C:6]=1[CH:7]=O.[CH3:15][CH:16]([CH3:32])[C:17]([NH:19][C:20]1[CH:25]=[CH:24][CH:23]=[C:22]([CH:26]2[CH2:31][CH2:30][NH:29][CH2:28][CH2:27]2)[CH:21]=1)=[O:18]>>[CH3:15][CH:16]([CH3:32])[C:17]([NH:19][C:20]1[CH:25]=[CH:24][CH:23]=[C:22]([CH:26]2[CH2:31][CH2:30][N:29]([CH2:7][C:6]3[CH:5]=[C:4]([C:9]4[CH:14]=[CH:13][CH:12]=[CH:11][CH:10]=4)[O:3][C:2]=3[CH3:1])[CH2:28][CH2:27]2)[CH:21]=1)=[O:18]. Procedure details: Prepared by Procedure F and Scheme R using 2-methyl-5-phenyl-3-furaldehyde and 2-methyl-N-[3-(4-piperidinyl)phenyl]propanamide: ESMS m/e: 417.2 (M+H)+. The reactants are C1(O)=CC=C(O)C=C1 (Hydroquinone), C(CCCCCCCC=C)Br (dec-9-enyl bromide), [OH-].[K+] (potassium hydroxide). Run in C(C)O (ethanol), O (water), O (water). Yields the product C(CCCCCCCC=C)OC1=CC=C(C=C1)O (4-(Dec-9-enyloxy)phenol). Isolated yield 36.4%. RXN SMILES: [C:1]1([CH:8]=[CH:7][C:5]([OH:6])=[CH:4][CH:3]=1)[OH:2].[CH2:9](Br)[CH2:10][CH2:11][CH2:12][CH2:13][CH2:14][CH2:15][CH2:16][CH:17]=[CH2:18].[OH-].[K+]>C(O)C.O>[CH2:18]([O:2][C:1]1[CH:8]=[CH:7][C:5]([OH:6])=[CH:4][CH:3]=1)[CH2:17][CH2:16][CH2:15][CH2:14][CH2:13][CH2:12][CH2:11][CH:10]=[CH2:9] |f:2.3|. Procedure details: Hydroquinone (37.65 g, 342 mmol) and dec-9-enyl bromide (25 g, 114 mmol) were dissolved in ethanol (150 ml) with warming under a nitrogen atmosphere. The solution was heated under reflux and a solution of potassium hydroxide (6.83 g, 121 mmol) in water (20 ml) was added dropwise over 1 h. The resulting suspension was heated under reflux (3 H) then poured on to water (500 ml) and extracted with ether (3×100 ml). The combined extracts were dried (MgSO4), evaporated in vacuo and the residue extract... Reactants: Cc1nc(-c2cccc(C(F)(F)F)c2)sc1CCOc1ccc2ccn(CC(=O)OC(C)(C)C)c2c1, [Li+], [OH-]. Product: Cc1nc(-c2cccc(C(F)(F)F)c2)sc1CCOc1ccc2ccn(CC(=O)O)c2c1. Reaction SMILES: [C:1]([CH3:2])([CH3:3])([CH3:4])[O:5][C:6]([CH2:7][n:8]1[cH:9][cH:10][c:11]2[cH:12][cH:13][c:14]([O:17][CH2:18][CH2:19][c:20]3[c:21]([CH3:35])[n:22][c:23](-[c:25]4[cH:26][c:27]([C:31]([F:32])([F:33])[F:34])[cH:28][cH:29][cH:30]4)[s:24]3)[cH:15][c:16]12)=[O:36].[Li+:38].[OH-:37]>>[O:5]=[C:6]([CH2:7][n:8]1[cH:9][cH:10][c:11]2[cH:12][cH:13][c:14]([O:17][CH2:18][CH2:19][c:20]3[c:21]([CH3:35])[n:22][c:23](-[c:25]4[cH:26][c:27]([C:31]([F:32])([F:33])[F:34])[cH:28][cH:29][cH:30]4)[s:24]3)[cH:15][c:16]12)[OH:36]. Starting materials: N[C@@H]1CC[C@H](CC1)NC(=O)C1=CNC2=C1N=CN=C2C2=C(C=CC(=C2)OC)OCC2CC2 (trans-4-(2-cyclopropylmethoxy-5-methoxy-phenyl)-5H-pyrrolo[3,2-d]pyrimidine-7-carboxylic acid (4-amino-cyclohexyl)-amide), ClC(=O)OCC (ethyl chloroformate). Product: C(C)OC(N[C@@H]1CC[C@H](CC1)NC(=O)C1=CNC2=C1N=CN=C2C2=C(C=CC(=C2)OC)OCC2CC2)=O (trans-(4-{[4-(2-Cyclopropylmethoxy-5-methoxy-phenyl)-5H-pyrrolo[3,2-d]pyrimidine-7-carbonyl]-amino}-cyclohexyl)-carbamic acid ethyl ester). As a reaction SMILES: [NH2:1][C@H:2]1[CH2:7][CH2:6][C@H:5]([NH:8][C:9]([C:11]2[C:15]3[N:16]=[CH:17][N:18]=[C:19]([C:20]4[CH:25]=[C:24]([O:26][CH3:27])[CH:23]=[CH:22][C:21]=4[O:28][CH2:29][CH:30]4[CH2:32][CH2:31]4)[C:14]=3[NH:13][CH:12]=2)=[O:10])[CH2:4][CH2:3]1.Cl[C:34]([O:36][CH2:37][CH3:38])=[O:35]>>[CH2:37]([O:36][C:34](=[O:35])[NH:1][C@H:2]1[CH2:7][CH2:6][C@H:5]([NH:8][C:9]([C:11]2[C:15]3[N:16]=[CH:17][N:18]=[C:19]([C:20]4[CH:25]=[C:24]([O:26][CH3:27])[CH:23]=[CH:22][C:21]=4[O:28][CH2:29][CH:30]4[CH2:31][CH2:32]4)[C:14]=3[NH:13][CH:12]=2)=[O:10])[CH2:4][CH2:3]1)[CH3:38]. Reported procedure: Starting from trans-4-(2-cyclopropylmethoxy-5-methoxy-phenyl)-5H-pyrrolo[3,2-d]pyrimidine-7-carboxylic acid (4-amino-cyclohexyl)-amide (example A153) and ethyl chloroformate the title compound is obtained as colorless solid. Starting materials: NC=1SC=2N=C(N=CC2N1)N(C=1C=C(C=CC1)NC(OC(C)(C)C)=O)C1CC1 (tert-butyl {3-[(2-amino[1,3]thiazolo[5,4-d]pyrimidin-5-yl)(cyclopropyl)amino]phenyl}carbamate), C(C)(=O)Cl (acetyl chloride), O (water). Run in N1=CC=CC=C1 (pyridine). Conditions: time 1 hour. Product: C(C)(C)(C)OC(NC1=CC(=CC=C1)N(C1CC1)C=1N=CC2=C(N1)SC(=N2)NC(C)=O)=O (tert-butyl(3-{[2-(acetylamino)[1,3]thiazolo[5,4-d]pyrimidin-5-yl](cyclopropyl)amino}phenyl)carbamate). Reaction SMILES: [NH2:1][C:2]1[S:3][C:4]2[N:5]=[C:6]([N:11]([CH:26]3[CH2:28][CH2:27]3)[C:12]3[CH:13]=[C:14]([NH:18][C:19](=[O:25])[O:20][C:21]([CH3:24])([CH3:23])[CH3:22])[CH:15]=[CH:16][CH:17]=3)[N:7]=[CH:8][C:9]=2[N:10]=1.[C:29](Cl)(=[O:31])[CH3:30].O>N1C=CC=CC=1>[C:21]([O:20][C:19](=[O:25])[NH:18][C:14]1[CH:15]=[CH:16][CH:17]=[C:12]([N:11]([C:6]2[N:7]=[CH:8][C:9]3[N:10]=[C:2]([NH:1][C:29](=[O:31])[CH3:30])[S:3][C:4]=3[N:5]=2)[CH:26]2[CH2:28][CH2:27]2)[CH:13]=1)([CH3:24])([CH3:23])[CH3:22]. Procedure: To a solution of tert-butyl {3-[(2-amino[1,3]thiazolo[5,4-d]pyrimidin-5-yl)(cyclopropyl)amino]phenyl}carbamate (1.20 g, 3.01 mmol) in pyridine (20 mL) was added acetyl chloride (859 μL, 12.1 mmol), and the mixture was stirred at room temperature for 1 hr. To the reaction mixture was added water (60 mL), and the mixture was extracted with ethyl acetate (60 mL, 20 mL). The combined organic layer was washed with saturated brine (10 mL), and filtered through a basic silica gel pad. The filtrate was ...